Dataset: the Open Reaction Database (ORD), a public repository of structured organic reaction records. Task: describe an organic reaction: reactants, conditions, products, and yield Reactants: COC([C@@H](NC(=S)C1(CCCC1)CCOC)CC1=CC=C(C=C1)[N+](=O)[O-])=O (N-[[1-(2-methoxyethyl)cyclopentyl]thioxomethyl]-4-nitro-L-phenylalanine methyl ester), [Cl-].[NH4+] (ammonium chloride), O (H2O). The reagents and catalysts are [Zn] (zinc). Solvent: CO (methanol). Conditions: time 20 minute. Product: COC([C@@H](NC(=S)C1(CCCC1)CCOC)CC1=CC=C(C=C1)N)=O (4-amino-N-[[1-(2-methoxyethyl)cyclopentyl]thioxomethyl]-L-phenylalanine methyl ester). The yield is 106.4%. Reaction SMILES: [CH3:1][O:2][C:3](=[O:27])[C@H:4]([CH2:17][C:18]1[CH:23]=[CH:22][C:21]([N+:24]([O-])=O)=[CH:20][CH:19]=1)[NH:5][C:6]([C:8]1([CH2:13][CH2:14][O:15][CH3:16])[CH2:12][CH2:11][CH2:10][CH2:9]1)=[S:7].[Cl-].[NH4+].O>CO.[Zn]>[CH3:1][O:2][C:3](=[O:27])[C@H:4]([CH2:17][C:18]1[CH:23]=[CH:22][C:21]([NH2:24])=[CH:20][CH:19]=1)[NH:5][C:6]([C:8]1([CH2:13][CH2:14][O:15][CH3:16])[CH2:12][CH2:11][CH2:10][CH2:9]1)=[S:7] |f:1.2|. Procedure: To a suspension of N-[[1-(2-methoxyethyl)cyclopentyl]thioxomethyl]-4-nitro-L-phenylalanine methyl ester (4.58 g, 11.6 mmol), zinc dust (7.50 g, 116 mmol) and ammonium chloride (9.20 g, 174 mmol) in methanol (200 mL) was added H2O (100 mL) slowly over 5 min. After stirring for 20 min, the reaction mixture was partitioned between ethyl acetate (400 mL) and sat. ammonium chloride solution (150 mL).The separated aqueous layer was back-extracted with ethyl acetate (3×100 mL) and the organic layers we...